This data is from the Open Reaction Database (ORD), a public repository of structured organic reaction records. The task is: describe an organic reaction: reactants, conditions, products, and yield Reactants: COc1ccc(S(=O)(=O)C2=CCN(C(=O)OC(C)(C)C)N(S(=O)(=O)c3ccc(OC)cc3)C=C2)cc1, [Cl-], O=C(O)C(F)(F)F. Yields the product COc1ccc(S(=O)(=O)C2=CCN(C(=O)O)N(S(=O)(=O)c3ccc(OC)cc3)C=C2)cc1. RXN SMILES: [CH3:1][O:2][c:3]1[cH:4][cH:5][c:6]([S:9](=[O:10])(=[O:11])[N:12]2[N:13]([C:30](=[O:31])[O:32][C:33]([CH3:34])([CH3:35])[CH3:36])[CH2:14][CH:15]=[C:16]([S:19](=[O:20])(=[O:21])[c:22]3[cH:23][cH:24][c:25]([O:28][CH3:29])[cH:26][cH:27]3)[CH:17]=[CH:18]2)[cH:7][cH:8]1.[Cl-:44].[OH:37][C:38]([C:39]([F:40])([F:41])[F:42])=[O:43]>>[CH3:1][O:2][c:3]1[cH:4][cH:5][c:6]([S:9](=[O:10])(=[O:11])[N:12]2[N:13]([C:30](=[O:31])[OH:32])[CH2:14][CH:15]=[C:16]([S:19](=[O:20])(=[O:21])[c:22]3[cH:23][cH:24][c:25]([O:28][CH3:29])[cH:26][cH:27]3)[CH:17]=[CH:18]2)[cH:7][cH:8]1. Reactants: ClC=1N=CC(=NC1)C(=O)N1CC2=C(CC1)NC(=N2)C2=NNC1=CC(=CC=C21)C2=C(C=C(C(=C2)F)O)CC ((5-chloropyrazin-2-yl)(2-(6-(2-ethyl-5-fluoro-4-hydroxyphenyl)-1H-indazol-3-yl)-6,7-dihydro-1H-imidazo[4,5-c]pyridin-5(4H)-yl)methanone), N1(CCCC1)CCN (2-(pyrrolidin-1-yl)ethanamine). The product is C(C)C1=C(C=C(C(=C1)O)F)C1=CC=C2C(=NNC2=C1)C=1NC2=C(CN(CC2)C(=O)C2=NC=C(N=C2)NCCN2CCCC2)N1 ({2-[6-(2-Ethyl-5-fluoro-4-hydroxy-phenyl)-1H-indazol-3-yl]-1,4,6,7-tetrahydro-imidazo[4,5-c]pyridin-5-yl}-[5-(2-pyrrolidin-1-yl-ethylamino)-pyrazin-2-yl]-methanone). Isolated yield 52.0%. As a reaction SMILES: Cl[C:2]1[N:3]=[CH:4][C:5]([C:8]([N:10]2[CH2:15][CH2:14][C:13]3[NH:16][C:17]([C:19]4[C:27]5[C:22](=[CH:23][C:24]([C:28]6[CH:33]=[C:32]([F:34])[C:31]([OH:35])=[CH:30][C:29]=6[CH2:36][CH3:37])=[CH:25][CH:26]=5)[NH:21][N:20]=4)=[N:18][C:12]=3[CH2:11]2)=[O:9])=[N:6][CH:7]=1.[N:38]1([CH2:43][CH2:44][NH2:45])[CH2:42][CH2:41][CH2:40][CH2:39]1>>[CH2:36]([C:29]1[CH:30]=[C:31]([OH:35])[C:32]([F:34])=[CH:33][C:28]=1[C:24]1[CH:23]=[C:22]2[C:27]([C:19]([C:17]3[NH:16][C:13]4[CH2:14][CH2:15][N:10]([C:8]([C:5]5[CH:4]=[N:3][C:2]([NH:45][CH2:44][CH2:43][N:38]6[CH2:42][CH2:41][CH2:40][CH2:39]6)=[CH:7][N:6]=5)=[O:9])[CH2:11][C:12]=4[N:18]=3)=[N:20][NH:21]2)=[CH:26][CH:25]=1)[CH3:37]. Reported procedure: The title compound was prepared from (5-chloropyrazin-2-yl)(2-(6-(2-ethyl-5-fluoro-4-hydroxyphenyl)-1H-indazol-3-yl)-6,7-dihydro-1H-imidazo[4,5-c]pyridin-5(4H)-yl)methanone (50 mg, 96 μmol) and (2-(pyrrolidin-1-yl)ethanamine, 50 mg, 132 μmol) using the method of Example 32. The crude material was purified by HPLC Method E to afford (30 mg, 52%) of the title compound. Starting materials: C1(=CC=CC=C1)C(SCC(=O)O)C1=CC=CC=C1 (2-[(Diphenylmethyl)thio]acetic acid), S(=O)(Cl)Cl (thionyl chloride). The product is C1(=CC=CC=C1)C(SCC(=O)Cl)C1=CC=CC=C1 (2-[(diphenylmethyl)thio]acetylchloride). RXN SMILES: [C:1]1([CH:7]([C:13]2[CH:18]=[CH:17][CH:16]=[CH:15][CH:14]=2)[S:8][CH2:9][C:10](O)=[O:11])[CH:6]=[CH:5][CH:4]=[CH:3][CH:2]=1.S(Cl)([Cl:21])=O>>[C:1]1([CH:7]([C:13]2[CH:18]=[CH:17][CH:16]=[CH:15][CH:14]=2)[S:8][CH2:9][C:10]([Cl:21])=[O:11])[CH:6]=[CH:5][CH:4]=[CH:3][CH:2]=1. Reported procedure: 2-[(Diphenylmethyl)thio]acetic acid (III), on reaction with thionyl chloride yielded the corresponding 2-[(diphenylmethyl)thio]acetylchloride (IV), which on reaction with ammonia produced 2-[(diphenylmethyl)thio]acetamide (I) which on oxidation with hydrogen peroxide resulted in modafinil (II). Starting materials: BrC1=CC(=CC2=C1NC(=N2)N2[C@@H](CN(CC2)C2=C(C=C(C=N2)CO)Cl)C)C(F)(F)F ({6-[(3R)-4-(7-Bromo-5-trifluoromethyl-1H-benzoimidazol-2-yl)-3-methyl-piperazin-1-yl]-5-chloro-pyridin-3-yl}-methanol), FC(C1=CC=C(C=C1)B(O)O)(F)F (4-trifluoromethylphenylboronic acid). The product is ClC=1C=C(C=NC1N1C[C@H](N(CC1)C1=NC2=C(N1)C(=CC(=C2)C(F)(F)F)C2=CC=C(C=C2)C(F)(F)F)C)CO ((5-Chloro-6-{(3R)-3-methyl-4-[5-trifluoromethyl-7-(4-trifluoromethyl-phenyl)-1H-benzoimidazol-2-yl]-piperazin-1-yl}-pyridin-3-yl)-methanol). Reaction SMILES: Br[C:2]1[C:7]2[NH:8][C:9]([N:11]3[CH2:16][CH2:15][N:14]([C:17]4[N:22]=[CH:21][C:20]([CH2:23][OH:24])=[CH:19][C:18]=4[Cl:25])[CH2:13][C@H:12]3[CH3:26])=[N:10][C:6]=2[CH:5]=[C:4]([C:27]([F:30])([F:29])[F:28])[CH:3]=1.[F:31][C:32]([F:43])([F:42])[C:33]1[CH:38]=[CH:37][C:36](B(O)O)=[CH:35][CH:34]=1>>[Cl:25][C:18]1[CH:19]=[C:20]([CH2:23][OH:24])[CH:21]=[N:22][C:17]=1[N:14]1[CH2:15][CH2:16][N:11]([C:9]2[NH:8][C:7]3[C:2]([C:36]4[CH:37]=[CH:38][C:33]([C:32]([F:43])([F:42])[F:31])=[CH:34][CH:35]=4)=[CH:3][C:4]([C:27]([F:30])([F:29])[F:28])=[CH:5][C:6]=3[N:10]=2)[C@H:12]([CH3:26])[CH2:13]1. Procedure details: {6-[(3R)-4-(7-Bromo-5-trifluoromethyl-1H-benzoimidazol-2-yl)-3-methyl-piperazin-1-yl]-5-chloro-pyridin-3-yl}-methanol (152 mg, 0.3 mmol, Example 151) and 4-trifluoromethylphenylboronic acid (114 mg, 0.6 mmol, Aldrich) reacted under the conditions of Example 158 to give the title compound. MS (ESI, pos. ion) m/z: 570 (M+1).